Dataset: the Open Reaction Database (ORD), a public repository of structured organic reaction records. Task: describe an organic reaction: reactants, conditions, products, and yield The reactants are BrBr (bromine), C(C)(=O)[O-].[Na+] (Sodium acetate), C(CCC)NC1=NC=2N(C=C1)N=CC2 (butyl-pyrazolo[1,5-a]pyrimidin-5-yl-amine), BrBr (Bromine), C([O-])(O)=O.[Na+] (sodium bicarbonate). Run in O (water), C(C)(=O)O (acetic acid), C(C)(=O)O (acetic acid). Procedure: Sodium acetate [127-09-3] (0.7 g, 8.9 mmol) was added to a solution of butyl-pyrazolo[1,5-a]pyrimidin-5-yl-amine (1.1 g, 5.9 mmol) in glacial acetic acid (100 mL) and allowed to stir at ambient temperature until all of the solid had dissolved. Bromine [7726-95-6] (0.3 mL, 6.4 mmol) was added drop by drop into the ambient temperature, buffered, acetic acid reaction solution over 5 minutes. Upon completion of the bromine addition, the suspension was allowed to stir for a further 15 minutes then wa... Yields the product BrC=1C=NN2C1N=C(C=C2)NCCCC ((3-Bromo-pyrazolo[1,5-a]pyrimidin-5-yl)-butyl-amine). RXN SMILES: C([O-])(=O)C.[Na+].[CH2:6]([NH:10][C:11]1[CH:16]=[CH:15][N:14]2[N:17]=[CH:18][CH:19]=[C:13]2[N:12]=1)[CH2:7][CH2:8][CH3:9].[Br:20]Br.C(=O)(O)[O-].[Na+]>C(O)(=O)C.O>[Br:20][C:19]1[CH:18]=[N:17][N:14]2[CH:15]=[CH:16][C:11]([NH:10][CH2:6][CH2:7][CH2:8][CH3:9])=[N:12][C:13]=12 |f:0.1,4.5|. Reactants: C(C)OC1=CC=C(C=C1)O (4-(ethyloxy)phenol), BrBr (bromine). The solvent is C(Cl)(Cl)Cl (chloroform). Conditions: time 2 hour. The product is BrC1=C(C=CC(=C1)OCC)O (2-bromo-4-(ethyloxy)phenol). RXN SMILES: [CH2:1]([O:3][C:4]1[CH:9]=[CH:8][C:7]([OH:10])=[CH:6][CH:5]=1)[CH3:2].[Br:11]Br>C(Cl)(Cl)Cl>[Br:11][C:8]1[CH:9]=[C:4]([O:3][CH2:1][CH3:2])[CH:5]=[CH:6][C:7]=1[OH:10]. Procedure details: To a solution of 4-(ethyloxy)phenol (Commercial eg Aldrich) (1.0 g) in chloroform (5 ml) cooled to 0° C. was added bromine (1.26 g) dropwise over 20 min. The resulting mixture was stirred at 25 C. for 2 h, before washing sequentially with aqueous sodium bicarbonate, and brine. The organics were dried over sodium sulphate, filtered and concentrated in vacuo to yield the title compound, 1.8 g Reactants: CCC(CC)C(=O)Cl, ClCCl, Cn1nnc(N(Cc2cc(C(F)(F)F)cc(C(F)(F)F)c2)C2CCCNc3cc4c(cc32)COC4)n1, O, c1ccncc1. The product is CCC(CC)C(=O)N1CCCC(N(Cc2cc(C(F)(F)F)cc(C(F)(F)F)c2)c2nnn(C)n2)c2cc3c(cc21)COC3. As a reaction SMILES: [CH2:7]([CH3:8])[CH:9]([C:10](=[O:11])[Cl:12])[CH2:13][CH3:14].[Cl:52][CH2:53][Cl:54].[F:15][C:16]([c:17]1[cH:18][c:19]([CH2:20][N:21]([c:22]2[n:23][n:24][n:25]([CH3:27])[n:26]2)[CH:28]2[CH2:29][CH2:30][CH2:31][NH:32][c:33]3[c:34]2[cH:35][c:36]2[c:40]([cH:41]3)[CH2:39][O:38][CH2:37]2)[cH:42][c:43]([C:45]([F:46])([F:47])[F:48])[cH:44]1)([F:49])[F:50].[OH2:51].[cH:1]1[cH:2][cH:3][n:4][cH:5][cH:6]1>>[CH2:7]([CH3:8])[CH:9]([C:10](=[O:11])[N:32]1[CH2:31][CH2:30][CH2:29][CH:28]([N:21]([CH2:20][c:19]2[cH:18][c:17]([C:16]([F:15])([F:49])[F:50])[cH:44][c:43]([C:45]([F:46])([F:47])[F:48])[cH:42]2)[c:22]2[n:23][n:24][n:25]([CH3:27])[n:26]2)[c:34]2[c:33]1[cH:41][c:40]1[c:36]([cH:35]2)[CH2:37][O:38][CH2:39]1)[CH2:13][CH3:14]. The reactants are NC1=CC=C(C=C1)C=1C=NC=CC1 (3-(4'-aminophenyl)pyridine), C1(=CC=CC=C1)O (phenol). Yields the product N1=CC(=CC=C1)C1=CC=C(C=C1)O (4-(3-Pyridyl)phenol). Reaction SMILES: N[C:2]1[CH:7]=[CH:6][C:5]([C:8]2[CH:9]=[N:10][CH:11]=[CH:12][CH:13]=2)=[CH:4][CH:3]=1.C1([OH:20])C=CC=CC=1>>[N:10]1[CH:11]=[CH:12][CH:13]=[C:8]([C:5]2[CH:6]=[CH:7][C:2]([OH:20])=[CH:3][CH:4]=2)[CH:9]=1. Reported procedure: Using the procedure described above, 3-(4'-aminophenyl)pyridine (10.0 g, 0.059 mol) is converted to the phenol. A total of 7.66 g of product is obtained, after chromatography, which is then recrystallized from acetone-hexane to give 6.52 g (65% of theory) of off-white crystals which have as melting point of 202°-203° C. Reactants: Fc1ccc2c(-c3ccc(OCCCBr)cc3)noc2c1, O=C([O-])[O-], CC#N, NCc1ccccc1F, [I-], [K+], [K+], [K+]. Yields the product Fc1ccc2c(-c3ccc(OCCCNCc4ccccc4F)cc3)noc2c1. RXN SMILES: [Br:1][CH2:2][CH2:3][CH2:4][O:5][c:6]1[cH:7][cH:8][c:9](-[c:12]2[n:13][o:14][c:15]3[c:16]2[cH:17][cH:18][c:19]([F:21])[cH:20]3)[cH:10][cH:11]1.[C:31](=[O:32])([O-:33])[O-:34].[CH3:39][C:40]#[N:41].[F:22][c:23]1[c:24]([CH2:25][NH2:26])[cH:27][cH:28][cH:29][cH:30]1.[I-:38].[K+:35].[K+:36].[K+:37]>>[CH2:2]([CH2:3][CH2:4][O:5][c:6]1[cH:7][cH:8][c:9](-[c:12]2[n:13][o:14][c:15]3[c:16]2[cH:17][cH:18][c:19]([F:21])[cH:20]3)[cH:10][cH:11]1)[NH:26][CH2:25][c:24]1[c:23]([F:22])[cH:30][cH:29][cH:28][cH:27]1. Yields the product Cl.CN([C@H]1[C@@H](C1)CO)C ((±)-trans-[2-(Dimethylamino)cyclopropyl]methanol hydrochloride). Starting materials: [Na] (sodium), Cl.C(C1=CC=CC=C1)OC[C@H]1[C@@H](C1)N(C)C ((±)-trans-2-[(Benzyloxy)methyl]-N,N-dimethylcyclopropanamine hydrochloride), N (ammonia), Cl (hydrochloride). Reported procedure: 1.2 g of sodium are added, in portions, to a solution of 4 g of the compound of Example 5 in 200 ml of condensed liquid ammonia. After 3 hours, 100 ml of ether and then 5 ml of ethanol are added. Stirring is carried out for 16 hours and the mixture is then concentrated and taken up in dichloromethane. The organic phase is treated in conventional manner and then evaporated. Chromatography over silica gel (dichloromethane/methanol: 90/10) allows the expected product to be isolated, which is conver... As a reaction SMILES: [Na].[ClH:2].C([O:10][CH2:11][C@@H:12]1[CH2:14][C@H:13]1[N:15]([CH3:17])[CH3:16])C1C=CC=CC=1.N.Cl>C(O)C.CCOCC>[ClH:2].[CH3:16][N:15]([CH3:17])[C@@H:13]1[CH2:14][C@H:12]1[CH2:11][OH:10] |f:1.2,7.8,^1:0|. Run at time 3 hour. Solvent: C(C)O (ethanol), CCOCC (ether). Starting materials: Cc1ccccc1, O=C(Cl)C1CCC1, C[Sn](C)(C)c1ccc2nc(-c3ccc(C4OCCCO4)cc3F)sc2n1. Product: O=C(c1ccc2nc(-c3ccc(C4OCCCO4)cc3F)sc2n1)C1CCC1. As a reaction SMILES: [CH3:34][c:35]1[cH:36][cH:37][cH:38][cH:39][cH:40]1.[CH:27]1([C:31](=[O:32])[Cl:33])[CH2:28][CH2:29][CH2:30]1.[O:1]1[CH:2]([c:7]2[cH:8][c:9]([F:26])[c:10](-[c:13]3[s:14][c:15]4[n:16][c:17]([Sn:22]([CH3:23])([CH3:24])[CH3:25])[cH:18][cH:19][c:20]4[n:21]3)[cH:11][cH:12]2)[O:3][CH2:4][CH2:5][CH2:6]1>>[O:1]1[CH:2]([c:7]2[cH:8][c:9]([F:26])[c:10](-[c:13]3[s:14][c:15]4[n:16][c:17]([C:31]([CH:27]5[CH2:28][CH2:29][CH2:30]5)=[O:32])[cH:18][cH:19][c:20]4[n:21]3)[cH:11][cH:12]2)[O:3][CH2:4][CH2:5][CH2:6]1.